This data is from the Open Reaction Database (ORD), a public repository of structured organic reaction records. The task is: describe an organic reaction: reactants, conditions, products, and yield Starting materials: C(C)(C)(C)OC(N(CCS(=O)(=O)C)C=1C=2N(C=CN1)C(=CN2)Br)=O ((3-bromo-imidazo[1,2-a]pyrazin-8-yl)-(2-methanesulfonyl-ethyl)-carbamic acid tert-butyl ester), CSC1=NC=CC(=N1)[Sn](CCCC)(CCCC)CCCC (2-methylsulfanyl-4-tributylstannanyl-pyrimidine), CN (methylamine). Product: CS(=O)(=O)CCNC=1C=2N(C=CN1)C(=CN2)C2=NC(=NC=C2)NC ((2-Methanesulfonyl-ethyl)-[3-(2-methylamino-pyrimidin-4-yl)-imidazo[1,2-a]pyrazin-8-yl]-amine). As a reaction SMILES: C(OC(=O)[N:7]([C:14]1[C:15]2[N:16]([C:20](Br)=[CH:21][N:22]=2)[CH:17]=[CH:18][N:19]=1)[CH2:8][CH2:9][S:10]([CH3:13])(=[O:12])=[O:11])(C)(C)C.CS[C:27]1[N:32]=[C:31]([Sn](CCCC)(CCCC)CCCC)[CH:30]=[CH:29][N:28]=1.[CH3:46][NH2:47]>>[CH3:13][S:10]([CH2:9][CH2:8][NH:7][C:14]1[C:15]2[N:16]([C:20]([C:29]3[CH:30]=[CH:31][N:32]=[C:27]([NH:47][CH3:46])[N:28]=3)=[CH:21][N:22]=2)[CH:17]=[CH:18][N:19]=1)(=[O:11])=[O:12]. Reported procedure: (2-Methanesulfonyl-ethyl)-[3-(2-methylamino-pyrimidin-4-yl)-imidazo[1,2-a]pyrazin-8-yl]-amine was prepared by a process analogous to that described in Example 12 starting from (3-bromo-imidazo[1,2-a]pyrazin-8-yl)-(2-methanesulfonyl-ethyl)-carbamic acid tert-butyl ester (from Example 5 supra), 2-methylsulfanyl-4-tributylstannanyl-pyrimidine, and methylamine. LC-MS: [M+H]+ 348.2. Reactants: N#Cc1ccc2c(c1)CC(=O)N2, [Na+], [OH-], O=S(=O)(O)O. Product: NC(=O)c1ccc2c(c1)CC(=O)N2. Reaction SMILES: [C:1](#[N:2])[c:3]1[cH:4][c:5]2[c:9]([cH:10][cH:11]1)[NH:8][C:7](=[O:12])[CH2:6]2.[Na+:14].[OH-:13].[S:15](=[O:16])(=[O:17])([OH:18])[OH:19]>>[C:1]([NH2:2])([c:3]1[cH:4][c:5]2[c:9]([cH:10][cH:11]1)[NH:8][C:7](=[O:12])[CH2:6]2)=[O:13]. Starting materials: O=C([O-])[O-], COS(=O)(=O)OC, CN(C)C=O, O=c1cc(C(F)(F)F)[nH]c(=O)n1-c1ccc(Cl)cc1[N+](=O)[O-], [K+], [K+]. Product: Cn1c(C(F)(F)F)cc(=O)n(-c2ccc(Cl)cc2[N+](=O)[O-])c1=O. Reaction SMILES: [C:30](=[O:31])([O-:32])[O-:33].[CH3:23][O:24][S:25]([O:26][CH3:27])(=[O:28])=[O:29].[CH3:36][N:37]([CH3:38])[CH:39]=[O:40].[Cl:1][c:2]1[cH:3][c:4]([N+:20](=[O:21])[O-:22])[c:5](-[n:8]2[c:9](=[O:19])[nH:10][c:11]([C:15]([F:16])([F:17])[F:18])[cH:12][c:13]2=[O:14])[cH:6][cH:7]1.[K+:34].[K+:35]>>[Cl:1][c:2]1[cH:3][c:4]([N+:20](=[O:21])[O-:22])[c:5](-[n:8]2[c:9](=[O:19])[n:10]([CH3:23])[c:11]([C:15]([F:16])([F:17])[F:18])[cH:12][c:13]2=[O:14])[cH:6][cH:7]1. The reactants are O=CN1CCCc2cc(S(=O)(=O)Cl)ccc21, Nc1nccs1, c1ccncc1. Yields the product O=CN1CCCc2cc(S(=O)(=O)Nc3nccs3)ccc21. RXN SMILES: [CH:1](=[O:2])[N:3]1[CH2:4][CH2:5][CH2:6][c:7]2[cH:8][c:9]([S:13](=[O:14])(=[O:15])[Cl:16])[cH:10][cH:11][c:12]21.[NH2:17][c:18]1[s:19][cH:20][cH:21][n:22]1.[cH:23]1[cH:24][cH:25][n:26][cH:27][cH:28]1>>[CH:1](=[O:2])[N:3]1[CH2:4][CH2:5][CH2:6][c:7]2[cH:8][c:9]([S:13](=[O:14])(=[O:15])[NH:17][c:18]3[s:19][cH:20][cH:21][n:22]3)[cH:10][cH:11][c:12]21. Starting materials: CCOCC, CCO, CNC1CCc2ncsc2C1, O=CCCCNC(=O)c1ccc2ccccc2c1, O=C(O)C(=O)O. Yields the product CN(CCCCNC(=O)c1ccc2ccccc2c1)C1CCc2ncsc2C1. As a reaction SMILES: [CH2:36]([O:37][CH2:38][CH3:39])[CH3:40].[CH2:41]([OH:42])[CH3:43].[CH3:19][NH:20][CH:21]1[CH2:22][c:23]2[c:24]([n:25][cH:26][s:27]2)[CH2:28][CH2:29]1.[O:1]=[CH:2][CH2:3][CH2:4][CH2:5][NH:6][C:7](=[O:8])[c:9]1[cH:10][c:11]2[cH:12][cH:13][cH:14][cH:15][c:16]2[cH:17][cH:18]1.[OH:30][C:31]([C:32](=[O:33])[OH:34])=[O:35]>>[CH2:2]([CH2:3][CH2:4][CH2:5][NH:6][C:7](=[O:8])[c:9]1[cH:10][c:11]2[cH:12][cH:13][cH:14][cH:15][c:16]2[cH:17][cH:18]1)[N:20]([CH3:19])[CH:21]1[CH2:22][c:23]2[c:24]([n:25][cH:26][s:27]2)[CH2:28][CH2:29]1. Starting materials: CS(=O)(=O)OC[C@H]1CO1 ((R)-glycidyl methanesulfonate), C1[C@@H](O1)CO ((S)-(−)-glycidol). The product is CS(=O)(=O)OC[C@@H]1CO1 ((S)-Glycidyl Methanesulfonate). RXN SMILES: [CH3:1][S:2]([O:5][CH2:6][C@@H:7]1[O:9][CH2:8]1)(=[O:4])=[O:3].C1O[C@H]1CO>>[CH3:1][S:2]([O:5][CH2:6][C@H:7]1[O:9][CH2:8]1)(=[O:4])=[O:3]. Procedure: (S)-Glycidyl Methanesulfonate was synthesized in an analogous manner to Intermediate F, Step 1, substituting (R)-(+)-glycidol for (S)-(−)-glycidol. This was used in further transformations as a solution of (S)-glycidyl methanesulfonate in DMF, without further purification. The reactants are C(=O)([O-])[O-].[Na+].[Na+] (Na2CO3), O (H2O), BrC=1C=C(OC1)C=O (4-bromofuran-2-carbaldehyde), C1(=CC=CC=C1)B(O)O (phenyl boronic acid). The reagents and catalysts are C=1C=CC(=CC1)[P](C=2C=CC=CC2)(C=3C=CC=CC3)[Pd]([P](C=4C=CC=CC4)(C=5C=CC=CC5)C=6C=CC=CC6)([P](C=7C=CC=CC7)(C=8C=CC=CC8)C=9C=CC=CC9)[P](C=1C=CC=CC1)(C=1C=CC=CC1)C=1C=CC=CC1 (Pd(PPh3)4). Run in C1(=CC=CC=C1)C.CCO (toluene EtOH). Yields the product C1(=CC=CC=C1)C=1C=C(OC1)C=O (4-Phenylfuran-2-carbaldehyde). Isolated yield 97.0%. As a reaction SMILES: Br[C:2]1[CH:3]=[C:4]([CH:7]=[O:8])[O:5][CH:6]=1.[C:9]1(B(O)O)[CH:14]=[CH:13][CH:12]=[CH:11][CH:10]=1.C([O-])([O-])=O.[Na+].[Na+].O>C1(C)C=CC=CC=1.CCO.C1C=CC([P]([Pd]([P](C2C=CC=CC=2)(C2C=CC=CC=2)C2C=CC=CC=2)([P](C2C=CC=CC=2)(C2C=CC=CC=2)C2C=CC=CC=2)[P](C2C=CC=CC=2)(C2C=CC=CC=2)C2C=CC=CC=2)(C2C=CC=CC=2)C2C=CC=CC=2)=CC=1>[C:9]1([C:2]2[CH:3]=[C:4]([CH:7]=[O:8])[O:5][CH:6]=2)[CH:14]=[CH:13][CH:12]=[CH:11][CH:10]=1 |f:2.3.4,6.7,^1:38,40,59,78|. Procedure: In a screw cap pressure tube, 4-bromofuran-2-carbaldehyde (504 mg, 2.88 mmol) and phenyl boronic acid (491.7, 4.03 mmol) were suspended in a mixture of toluene:EtOH (4:1). Na2CO3 (sat) (6.0 ml) was added. N2 was bubbled through the mixture for 5 minutes. Pd(PPh3)4 (166.4 mg, 0.05 mmol) was added. The tube was sealed and the mixture heated to reflux for 4.0 h. The mixture was allowed to cool. H2O was added and the product extracted with EtOAc. The combined organic extracts were dried (MgSO4), fil... Reactants: COC(=O)c1ccc(COc2cccnc2)cc1-c1ccccc1C, CO, [Li+], [OH-]. Product: Cc1ccccc1-c1cc(COc2cccnc2)ccc1C(=O)O. RXN SMILES: [CH3:1][O:2][C:3]([c:4]1[c:5](-[c:18]2[c:19]([CH3:24])[cH:20][cH:21][cH:22][cH:23]2)[cH:6][c:7]([CH2:10][O:11][c:12]2[cH:13][n:14][cH:15][cH:16][cH:17]2)[cH:8][cH:9]1)=[O:25].[CH3:28][OH:29].[Li+:27].[OH-:26]>>[O:2]=[C:3]([c:4]1[c:5](-[c:18]2[c:19]([CH3:24])[cH:20][cH:21][cH:22][cH:23]2)[cH:6][c:7]([CH2:10][O:11][c:12]2[cH:13][n:14][cH:15][cH:16][cH:17]2)[cH:8][cH:9]1)[OH:25]. The reactants are CS(C)=O, CCC(N)CO, Clc1nc(-n2cnc3ccccc32)c2nc[nH]c2n1. The product is CCC(CO)Nc1nc(-n2cnc3ccccc32)c2nc[nH]c2n1. As a reaction SMILES: [CH3:26][S:27]([CH3:28])=[O:29].[NH2:20][CH:21]([CH2:22][OH:23])[CH2:24][CH3:25].[n:1]1(-[c:10]2[c:11]3[n:12][cH:13][nH:14][c:15]3[n:16][c:17]([Cl:19])[n:18]2)[cH:2][n:3][c:4]2[c:5]1[cH:6][cH:7][cH:8][cH:9]2>>[n:1]1(-[c:10]2[c:11]3[n:12][cH:13][nH:14][c:15]3[n:16][c:17]([NH:20][CH:21]([CH2:22][OH:23])[CH2:24][CH3:25])[n:18]2)[cH:2][n:3][c:4]2[c:5]1[cH:6][cH:7][cH:8][cH:9]2. Reactants: [OH-].[Na+] (NaOH), CC1(C=2C=CC(=CC2C(CC1)(C)C)C1=CC=CC(=N1)N1CCN(CC1)CCN1C(OCC1)=O)C (3-(2-{4-[6-(5,5,8,8-tetramethyl-5,6,7,8-tetrahydronaphthalen-2-yl)pyridin-2-yl]piperazin-1-yl}ethyl)oxazolidin-2-one). The solvent is CO (methanol). Yields the product CC1(C=2C=CC(=CC2C(CC1)(C)C)C1=CC=CC(=N1)N1CCN(CC1)CCNCCO)C (2-(2-{4-[6-(5,5,8,8-Tetramethyl-5,6,7,8-tetrahydronaphthalen-2-yl)pyridin-2-yl]-piperazin-1-yl}ethylamino)ethanol). Reaction SMILES: [OH-].[Na+].[CH3:3][C:4]1([CH3:36])[CH2:13][CH2:12][C:11]([CH3:15])([CH3:14])[C:10]2[CH:9]=[C:8]([C:16]3[N:21]=[C:20]([N:22]4[CH2:27][CH2:26][N:25]([CH2:28][CH2:29][N:30]5[CH2:34][CH2:33][O:32]C5=O)[CH2:24][CH2:23]4)[CH:19]=[CH:18][CH:17]=3)[CH:7]=[CH:6][C:5]1=2>CO>[CH3:3][C:4]1([CH3:36])[CH2:13][CH2:12][C:11]([CH3:14])([CH3:15])[C:10]2[CH:9]=[C:8]([C:16]3[N:21]=[C:20]([N:22]4[CH2:27][CH2:26][N:25]([CH2:28][CH2:29][NH:30][CH2:34][CH2:33][OH:32])[CH2:24][CH2:23]4)[CH:19]=[CH:18][CH:17]=3)[CH:7]=[CH:6][C:5]1=2 |f:0.1|. Procedure: 450 μl of 1 N NaOH were added to 70 mg (0.15 mmol) of 3-(2-{4-[6-(5,5,8,8-tetramethyl-5,6,7,8-tetrahydronaphthalen-2-yl)pyridin-2-yl]piperazin-1-yl}ethyl)oxazolidin-2-one in 2 ml of methanol, and the mixture was refluxed for 3 days. The reaction mixture was evaporated, extracted with ethyl acetate, dried and evaporated. The crude product was purified by means of pep. HPLC.